describe an organic reaction: reactants, conditions, products, and yield From a dataset of the Open Reaction Database (ORD), a public repository of structured organic reaction records. Reported procedure: K-t-BuO (2.1 g, 18.7 mmol) was added to a stirred solution of 1-phenyl-1-ethanol (2.45 g, 20.1 mmol) in dioxane (30 mL) at 0° C. (ice-bath). After 10 min of stirring, 2,6-dichloropyrazine (2.49 g, 16.7 mmol) was added whereupon the reaction mixture turned orange colored. After being stirrred for a further 1.5 h, ether was added and the mixture was filtered. Concentration in vacuo furnished an orange colored oil that was purified by silica gel chromatography (15×5 cm) using n-hexane ethyl acetate... Reactants: CCOCC (ether), K-t-BuO, C1(=CC=CC=C1)C(C)O (1-phenyl-1-ethanol), ClC1=NC(=CN=C1)Cl (2,6-dichloropyrazine). Solvent: O1CCOCC1 (dioxane). The product is ClC1=NC(=CN=C1)OC(C)C1=CC=CC=C1 (2-Chloro-6-(1-phenylethoxy)pyrazine). Run at time 10 minute. Reaction SMILES: [C:1]1([CH:7]([OH:9])[CH3:8])[CH:6]=[CH:5][CH:4]=[CH:3][CH:2]=1.[Cl:10][C:11]1[CH:16]=[N:15][CH:14]=[C:13](Cl)[N:12]=1.CCOCC>O1CCOCC1>[Cl:10][C:11]1[CH:16]=[N:15][CH:14]=[C:13]([O:9][CH:7]([C:1]2[CH:6]=[CH:5][CH:4]=[CH:3][CH:2]=2)[CH3:8])[N:12]=1. Reactants: ice water, COC([C@H]1N(C[C@@H](C1)O)C(C1=C(C=CC=C1)[N+](=O)[O-])=O)=O ((2S, 4R)-4-hydroxy-1-(2-nitrobenzoyl) proline methyl ester), N1C=NC=C1 (imidazole), [Si](C)(C)(C(C)(C)C)Cl (tert-butyldimethylsilyl chloride). Run in CN(C=O)C (N,N-dimethylformamide). Run at time 2.5 hour. Yields the product COC([C@H]1N(C[C@@H](C1)O[Si](C)(C)C(C)(C)C)C(C1=C(C=CC=C1)[N+](=O)[O-])=O)=O ((2S, 4R)-4-(tert-butyldimethylsilyloxy)-1-(2-nitrobenzoyl) proline methyl ester). The yield is 71.4%. RXN SMILES: [CH3:1][O:2][C:3](=[O:21])[C@@H:4]1[CH2:8][C@@H:7]([OH:9])[CH2:6][N:5]1[C:10](=[O:20])[C:11]1[CH:16]=[CH:15][CH:14]=[CH:13][C:12]=1[N+:17]([O-:19])=[O:18].N1C=CN=C1.[Si:27](Cl)([C:30]([CH3:33])([CH3:32])[CH3:31])([CH3:29])[CH3:28]>CN(C)C=O>[CH3:1][O:2][C:3](=[O:21])[C@@H:4]1[CH2:8][C@@H:7]([O:9][Si:27]([C:30]([CH3:33])([CH3:32])[CH3:31])([CH3:29])[CH3:28])[CH2:6][N:5]1[C:10](=[O:20])[C:11]1[CH:16]=[CH:15][CH:14]=[CH:13][C:12]=1[N+:17]([O-:19])=[O:18]. Reported procedure: To a suspension of 10.7 g of (2S, 4R)-4-hydroxy-1-(2-nitrobenzoyl) proline methyl ester and 5.7 g of imidazole in 100 ml of N,N-dimethylformamide, there was added 6.6 g of tert-butyldimethylsilyl chloride at room temperature in a nitrogen gas atmosphere and the mixture was stirred at room temperature for 2.5 hours. The reaction solution was poured into ice water, followed by extraction with ethyl acetate three times, water washing of the organic phase, drying and concentration thereof under redu... The reactants are CCC(CC)C(=O)Nc1ccc(Br)cc1F, CCNC(=O)C(c1ccccc1)N1CCNCC1, CC(C)(C)[O-], Cc1ccccc1, c1ccc(-c2ccccc2P(C2CCCCC2)C2CCCCC2)cc1, [Na+], O=C(C=Cc1ccccc1)C=Cc1ccccc1, O=C(C=Cc1ccccc1)C=Cc1ccccc1, O=C(C=Cc1ccccc1)C=Cc1ccccc1, [Pd], [Pd]. The product is CCNC(=O)C(c1ccccc1)N1CCN(c2ccc(NC(=O)C(CC)CC)c(F)c2)CC1. RXN SMILES: [Br:1][c:2]1[cH:3][c:4]([F:16])[c:5]([NH:8][C:9]([CH:10]([CH2:11][CH3:12])[CH2:13][CH3:14])=[O:15])[cH:6][cH:7]1.[CH2:17]([CH3:18])[NH:19][C:20]([CH:21]([N:22]1[CH2:23][CH2:24][NH:25][CH2:26][CH2:27]1)[c:28]1[cH:29][cH:30][cH:31][cH:32][cH:33]1)=[O:34].[CH3:60][C:61]([CH3:62])([O-:63])[CH3:64].[CH3:66][c:67]1[cH:68][cH:69][cH:70][cH:71][cH:72]1.[CH:35]1([P:36]([CH:37]2[CH2:38][CH2:39][CH2:40][CH2:41][CH2:42]2)[c:43]2[cH:44][cH:45][cH:46][cH:47][c:48]2-[c:49]2[cH:50][cH:51][cH:52][cH:53][cH:54]2)[CH2:55][CH2:56][CH2:57][CH2:58][CH2:59]1.[Na+:65].[O:111]=[C:112]([CH:113]=[CH:114][c:115]1[cH:116][cH:117][cH:118][cH:119][cH:120]1)[CH:121]=[CH:122][c:123]1[cH:124][cH:125][cH:126][cH:127][cH:128]1.[O:75]=[C:76]([CH:77]=[CH:78][c:79]1[cH:80][cH:81][cH:82][cH:83][cH:84]1)[CH:85]=[CH:86][c:87]1[cH:88][cH:89][cH:90][cH:91][cH:92]1.[O:93]=[C:94]([CH:95]=[CH:96][c:97]1[cH:98][cH:99][cH:100][cH:101][cH:102]1)[CH:103]=[CH:104][c:105]1[cH:106][cH:107][cH:108][cH:109][cH:110]1.[Pd:73].[Pd:74]>>[c:2]1([N:25]2[CH2:24][CH2:23][N:22]([CH:21]([C:20]([NH:19][CH2:17][CH3:18])=[O:34])[c:28]3[cH:29][cH:30][cH:31][cH:32][cH:33]3)[CH2:27][CH2:26]2)[cH:3][c:4]([F:16])[c:5]([NH:8][C:9]([CH:10]([CH2:11][CH3:12])[CH2:13][CH3:14])=[O:15])[cH:6][cH:7]1. Starting materials: CCOCC, Cl, CCOC(=O)C1(CCCc2c(F)cnc3ccccc23)CCN(C(=O)OC(C)(C)C)CC1, C1COCCO1. Yields the product CCOC(=O)C1(CCCc2c(F)cnc3ccccc23)CCNCC1. As a reaction SMILES: [CH3:40][CH2:41][O:42][CH2:43][CH3:44].[ClH:1].[F:2][c:3]1[cH:4][n:5][c:6]2[cH:7][cH:8][cH:9][cH:10][c:11]2[c:12]1[CH2:13][CH2:14][CH2:15][C:16]1([C:29](=[O:30])[O:31][CH2:32][CH3:33])[CH2:17][CH2:18][N:19]([C:22]([O:23][C:24]([CH3:25])([CH3:26])[CH3:27])=[O:28])[CH2:20][CH2:21]1.[O:34]1[CH2:35][CH2:36][O:37][CH2:38][CH2:39]1>>[F:2][c:3]1[cH:4][n:5][c:6]2[cH:7][cH:8][cH:9][cH:10][c:11]2[c:12]1[CH2:13][CH2:14][CH2:15][C:16]1([C:29](=[O:30])[O:31][CH2:32][CH3:33])[CH2:17][CH2:18][NH:19][CH2:20][CH2:21]1. Starting materials: ClC1=CC2=C(C(=N1)CO)C(=NN2C(C2=CC=CC=C2)(C2=CC=CC=C2)C2=CC=CC=C2)OC ((6-chloro-3-methoxy-1-trityl-1H-pyrazolo[4,3-c]pyridin-4-yl)methanol), C([O-])([O-])=O.[Cs+].[Cs+] (cesium carbonate), OC([C@H](C1=CC=CC=C1)NC(=O)N)(C)C ((S)-1-(2-hydroxy-2-methyl-1-phenylpropyl)urea). Reagents/catalysts: CC(C)C1=CC(=C(C(=C1)C(C)C)C2=C(C=CC(=C2P(C3CCCCC3)C4CCCCC4)OC)OC)C(C)C.C1=CC=C([C-]=C1)CCN.Cl[Pd+] (chloro[2-(dicyclohexylphosphino)-3,6-dimethoxy-2′-4′-6′-tri-i-propyl-1,1′-biphenyl][2-(2-aminoethyl)phenyl]palladium(ii)). Solvent: C(Cl)Cl (DCM). Reaction conditions: temperature 95 celsius. Yields the product OC([C@H](C1=CC=CC=C1)NC(=O)NC1=CC2=C(C(=N1)CO)C(=NN2C(C2=CC=CC=C2)(C2=CC=CC=C2)C2=CC=CC=C2)OC)(C)C ((S)-1-(2-hydroxy-2-methyl-1-phenylpropyl)-3-(4-(hydroxymethyl)-3-methoxy-1-trityl-1H-pyrazolo[4,3-c]pyridin-6-yl)urea). Isolated yield 77.4%. Reaction SMILES: Cl[C:2]1[N:7]=[C:6]([CH2:8][OH:9])[C:5]2[C:10]([O:32][CH3:33])=[N:11][N:12]([C:13]([C:26]3[CH:31]=[CH:30][CH:29]=[CH:28][CH:27]=3)([C:20]3[CH:25]=[CH:24][CH:23]=[CH:22][CH:21]=3)[C:14]3[CH:19]=[CH:18][CH:17]=[CH:16][CH:15]=3)[C:4]=2[CH:3]=1.C(=O)([O-])[O-].[Cs+].[Cs+].[OH:40][C:41]([CH3:54])([CH3:53])[C@@H:42]([NH:49][C:50]([NH2:52])=[O:51])[C:43]1[CH:48]=[CH:47][CH:46]=[CH:45][CH:44]=1>C(Cl)Cl.CC(C1C=C(C(C)C)C(C2C(P(C3CCCCC3)C3CCCCC3)=C(OC)C=CC=2OC)=C(C(C)C)C=1)C.C1C=[C-]C(CCN)=CC=1.Cl[Pd+]>[OH:40][C:41]([CH3:54])([CH3:53])[C@@H:42]([NH:49][C:50]([NH:52][C:2]1[N:7]=[C:6]([CH2:8][OH:9])[C:5]2[C:10]([O:32][CH3:33])=[N:11][N:12]([C:13]([C:26]3[CH:31]=[CH:30][CH:29]=[CH:28][CH:27]=3)([C:20]3[CH:25]=[CH:24][CH:23]=[CH:22][CH:21]=3)[C:14]3[CH:19]=[CH:18][CH:17]=[CH:16][CH:15]=3)[C:4]=2[CH:3]=1)=[O:51])[C:43]1[CH:48]=[CH:47][CH:46]=[CH:45][CH:44]=1 |f:1.2.3,6.7.8|. Procedure: (6-chloro-3-methoxy-1-trityl-1H-pyrazolo[4,3-c]pyridin-4-yl)methanol (35B, 500 mg, 1.097 mmol), chloro[2-(dicyclohexylphosphino)-3,6-dimethoxy-2′-4′-6′-tri-i-propyl-1,1′-biphenyl][2-(2-aminoethyl)phenyl]palladium(ii) (88 mg, 0.110 mmol), cesium carbonate (893 mg, 2.74 mmol) and (S)-1-(2-hydroxy-2-methyl-1-phenylpropyl)urea (21B, 343 mg, 1.645 mmol) were taken up in an oven dried 2 mL round bottom flask equipped with magnetic stir bar and degassed 3× under nitrogen. Anhydrous dioxane (8 ml) was a... The reactants are N1=C(C=CC=C1)N1CCNCC1 (1-pyridin-2-ylpiperazine), ClC1=CC=C(C=C1)NC(CCl)=O (N-(4-chlorophenyl)-2-chloroacetamide), C([O-])([O-])=O.[Na+].[Na+] (sodium carbonate). The solvent is CN(C=O)C.O (N,N-dimethylformamide water). Reaction conditions: time 18 hour. Yields the product ClC1=CC=C(C=C1)NC(CN1CCN(CC1)C1=NC=CC=C1)=O (N-(4-chlorophenyl)-2-[4-(2-pyridinyl)-1-piperazinyl]acetamide). Isolated yield 84.6%. RXN SMILES: [N:1]1[CH:6]=[CH:5][CH:4]=[CH:3][C:2]=1[N:7]1[CH2:12][CH2:11][NH:10][CH2:9][CH2:8]1.[Cl:13][C:14]1[CH:19]=[CH:18][C:17]([NH:20][C:21](=[O:24])[CH2:22]Cl)=[CH:16][CH:15]=1.C(=O)([O-])[O-].[Na+].[Na+]>CN(C)C=O.O>[Cl:13][C:14]1[CH:15]=[CH:16][C:17]([NH:20][C:21](=[O:24])[CH2:22][N:10]2[CH2:9][CH2:8][N:7]([C:2]3[CH:3]=[CH:4][CH:5]=[CH:6][N:1]=3)[CH2:12][CH2:11]2)=[CH:18][CH:19]=1 |f:2.3.4,5.6|. Procedure details: A mixture of 1-pyridin-2-ylpiperazine (24 mg, 0.15 mmol, Aldrich), N-(4-chlorophenyl)-2-chloroacetamide (41 mg, 0.20 mmol, Maybridge) and sodium carbonate (50 mg) in N,N-dimethylformamide/water (2:1, 2 mL) was shaken at room temperature for 18 hours. The resulting mixture was decanted, concentrated under reduced pressure and the residue purified by preparative HPLC to provide 42 mg (85%) of the desired product. 1H NMR (500 MHz, DMSO-d6) δ b2.60 (t, J=4 Hz, 4H), 3.21 (s, 2H), 3.58 (t, J=4 Hz, 4H)... The reactants are BrC/C(/C(=O)OC)=C(/C(=O)OC)\C (dimethyl 2-bromomethyl-3-methylmaleate), N1CCCCC1 (piperidine), CCCCCC.C(C)(=O)OCC (hexane ethyl acetate). The solvent is CN(C=O)C (dimethylformamide). Reaction conditions: time 4 hour. The product is C/C(=C(/C(=O)OC)\CN1CCCCC1)/C(=O)OC (Dimethyl 3-methyl-2-[(piperidin-1-yl)methyl]maleate). The yield is 9.0%. As a reaction SMILES: Br[CH2:2]/[C:3](=[C:8](\[CH3:13])/[C:9]([O:11][CH3:12])=[O:10])/[C:4]([O:6][CH3:7])=[O:5].[NH:14]1[CH2:19][CH2:18][CH2:17][CH2:16][CH2:15]1.CCCCCC.C(OCC)(=O)C>CN(C)C=O>[CH3:13]/[C:8](/[C:9]([O:11][CH3:12])=[O:10])=[C:3](\[CH2:2][N:14]1[CH2:19][CH2:18][CH2:17][CH2:16][CH2:15]1)/[C:4]([O:6][CH3:7])=[O:5] |f:2.3|. Reported procedure: To a solution of dimethyl 2-bromomethyl-3-methylmaleate (32 mg, 0.13 mmol) in anhydrous dimethylformamide (450 μL) was added piperidine (21 mg, 0.25 mmol) at room temperature, and the mixture was left standing at 50° C. for 4 h. The reaction mixture was directly concentrated under reduced pressure and the residue thus obtained was subjected to silica gel column chromatography (hexane-ethyl acetate 3:2) to give 3 mg of the title compound as oil (yield: 39%).